This data is from the Open Reaction Database (ORD), a public repository of structured organic reaction records. The task is: describe an organic reaction: reactants, conditions, products, and yield Starting materials: O=C1C(O)=C([O-])[C@H](O1)[C@@H](O)CO.[Na+] (sodium ascorbate), COC(\C=C\C1=CC=C(C=C1)C1N(CCC1)CCC#C)=O ((E)-3-[4-(1-but-3-ynyl-pyrrolidin-2-yl)-phenyl]-acrylic acid methyl ester), C(C1=CC=CC=C1)N=[N+]=[N-] (benzyl azide). Reagents/catalysts: O.O.O.O.O.S(=O)(=O)([O-])[O-].[Cu+2] (copper sulfate pentahydrate). The solvent is O (water), C(C)(C)(C)O (tert-butanol), O (water). Reaction conditions: temperature 0 celsius, time 16 hour. Product: COC(\C=C\C1=CC=C(C=C1)C1N(CCC1)CCC=1N=NN(C1)CC1=CC=CC=C1)=O ((E)-3-(4-{1-[2-(1-benzyl-1H-[1,2,3]triazol-4-yl)-ethyl]-pyrrolidin-2-yl}-phenyl)-acrylic acid methyl ester). The yield is 72.3%. As a reaction SMILES: [CH3:1][O:2][C:3](=[O:21])/[CH:4]=[CH:5]/[C:6]1[CH:11]=[CH:10][C:9]([CH:12]2[CH2:16][CH2:15][CH2:14][N:13]2[CH2:17][CH2:18][C:19]#[CH:20])=[CH:8][CH:7]=1.[CH2:22]([N:29]=[N+:30]=[N-:31])[C:23]1[CH:28]=[CH:27][CH:26]=[CH:25][CH:24]=1.O=C1O[C@H]([C@H](CO)O)C([O-])=C1O.[Na+]>O.C(O)(C)(C)C.O.O.O.O.O.S([O-])([O-])(=O)=O.[Cu+2]>[CH3:1][O:2][C:3](=[O:21])/[CH:4]=[CH:5]/[C:6]1[CH:11]=[CH:10][C:9]([CH:12]2[CH2:16][CH2:15][CH2:14][N:13]2[CH2:17][CH2:18][C:19]2[N:31]=[N:30][N:29]([CH2:22][C:23]3[CH:28]=[CH:27][CH:26]=[CH:25][CH:24]=3)[CH:20]=2)=[CH:8][CH:7]=1 |f:2.3,6.7.8.9.10.11.12|. Procedure: To a suspension of (E)-3-[4-(1-but-3-ynyl-pyrrolidin-2-yl)-phenyl]-acrylic acid methyl ester (50 mg, 0.176 mmol) and benzyl azide (23.5 mg, 0.176 mmol) in a mixture of water (0.7 mL) and tert-butanol (0.7 mL) were added a solution of sodium ascorbate (1 M in water, 18 μL) and copper sulfate pentahydrate (4.4 mg). The resulting mixture was stirred vigorously for 16 h, diluted with water, cooled to 0° C., and filtered, and the solid was washed with cold water and dried in vacuo to give (E)-3-(4-{1...